This data is from the Open Reaction Database (ORD), a public repository of structured organic reaction records. The task is: describe an organic reaction: reactants, conditions, products, and yield Starting materials: CCCCCCCCC#Cc1ccc(CNc2cccc(C(=O)OC)c2)cc1, CCCCCC(=O)Cl, Cl. The product is CCCCCCCCC#Cc1ccc(CN(C(=O)CCCCC)c2cccc(C(=O)OC)c2)cc1. Reaction SMILES: [C:2](#[C:3][CH2:4][CH2:5][CH2:6][CH2:7][CH2:8][CH2:9][CH2:10][CH3:11])[c:12]1[cH:13][cH:14][c:15]([CH2:16][NH:17][c:18]2[cH:19][c:20]([C:21](=[O:22])[O:23][CH3:24])[cH:25][cH:26][cH:27]2)[cH:28][cH:29]1.[C:30]([CH2:31][CH2:32][CH2:33][CH2:34][CH3:35])(=[O:36])[Cl:37].[ClH:1]>>[C:2](#[C:3][CH2:4][CH2:5][CH2:6][CH2:7][CH2:8][CH2:9][CH2:10][CH3:11])[c:12]1[cH:13][cH:14][c:15]([CH2:16][N:17]([c:18]2[cH:19][c:20]([C:21](=[O:22])[O:23][CH3:24])[cH:25][cH:26][cH:27]2)[C:30]([CH2:31][CH2:32][CH2:33][CH2:34][CH3:35])=[O:36])[cH:28][cH:29]1. Reactants: Oc1ccc(Br)cc1, CCCC[Sn](CCCC)(CCCC)c1cccnc1, C1COCCO1, Cl[Pd]Cl, c1ccc(P(c2ccccc2)c2ccccc2)cc1, c1ccc(P(c2ccccc2)c2ccccc2)cc1. Product: Oc1ccc(-c2cccnc2)cc1. As a reaction SMILES: [Br:1][c:2]1[cH:3][cH:4][c:5]([OH:8])[cH:6][cH:7]1.[CH2:9]([Sn:10]([CH2:11][CH2:12][CH2:13][CH3:20])([c:14]1[cH:15][n:16][cH:17][cH:18][cH:19]1)[CH2:21][CH2:22][CH2:23][CH3:24])[CH2:25][CH2:26][CH3:27].[O:28]1[CH2:29][CH2:30][O:31][CH2:32][CH2:33]1.[Pd:34]([Cl:35])[Cl:36].[c:37]1([P:38]([c:39]2[cH:40][cH:41][cH:42][cH:43][cH:44]2)[c:45]2[cH:46][cH:47][cH:48][cH:49][cH:50]2)[cH:51][cH:52][cH:53][cH:54][cH:55]1.[c:56]1([P:57]([c:58]2[cH:59][cH:60][cH:61][cH:62][cH:63]2)[c:64]2[cH:65][cH:66][cH:67][cH:68][cH:69]2)[cH:70][cH:71][cH:72][cH:73][cH:74]1>>[c:2]1(-[c:14]2[cH:15][n:16][cH:17][cH:18][cH:19]2)[cH:3][cH:4][c:5]([OH:8])[cH:6][cH:7]1. The reactants are BrC=1C=CC2=C(OCCC3=C2SC(=C3)C(=O)N(C)C3=C(C=CC=C3)Cl)C1 (8-bromo-N-(2-chlorophenyl)-N-methyl-4,5-dihydrobenzo[b]thieno[2,3-d]oxepine-2-carboxamide), NC=1C=C(C=CC1)B(O)O (3-aminophenyl boronic acid). Yields the product NC=1C=C(C=CC1)C=1C=CC2=C(OCCC3=C2SC(=C3)C(=O)N(C)C3=C(C=CC=C3)Cl)C1 (8-(3-aminophenyl)-N-(2-chlorophenyl)-N-methyl-4,5-dihydrobenzo[b]thieno[2,3-d]oxepine-2-carboxamide). RXN SMILES: Br[C:2]1[CH:3]=[CH:4][C:5]2[C:11]3[S:12][C:13]([C:15]([N:17]([C:19]4[CH:24]=[CH:23][CH:22]=[CH:21][C:20]=4[Cl:25])[CH3:18])=[O:16])=[CH:14][C:10]=3[CH2:9][CH2:8][O:7][C:6]=2[CH:26]=1.[NH2:27][C:28]1[CH:29]=[C:30](B(O)O)[CH:31]=[CH:32][CH:33]=1>>[NH2:27][C:28]1[CH:33]=[C:32]([C:2]2[CH:3]=[CH:4][C:5]3[C:11]4[S:12][C:13]([C:15]([N:17]([C:19]5[CH:24]=[CH:23][CH:22]=[CH:21][C:20]=5[Cl:25])[CH3:18])=[O:16])=[CH:14][C:10]=4[CH2:9][CH2:8][O:7][C:6]=3[CH:26]=2)[CH:31]=[CH:30][CH:29]=1. Procedure: Following Examples 44 and 60 and General Procedure C, 8-bromo-N-(2-chlorophenyl)-N-methyl-4,5-dihydrobenzo[b]thieno[2,3-d]oxepine-2-carboxamide 150 and 3-aminophenyl boronic acid were reacted to give 124. MS: (ESI+) 461.1